This data is from the Open Reaction Database (ORD), a public repository of structured organic reaction records. The task is: describe an organic reaction: reactants, conditions, products, and yield Reactants: CC(C)=CCC(O)(CC(=O)O)C(=O)OCc1ccccc1, CO. The product is COC(=O)CC(O)(CC=C(C)C)C(=O)OCc1ccccc1. Reaction SMILES: [CH2:1]([c:2]1[cH:3][cH:4][cH:5][cH:6][cH:7]1)[O:8][C:9]([C:10]([CH2:11][C:12](=[O:13])[OH:14])([CH2:15][CH:16]=[C:17]([CH3:18])[CH3:19])[OH:20])=[O:21].[CH3:22][OH:23]>>[CH2:1]([c:2]1[cH:3][cH:4][cH:5][cH:6][cH:7]1)[O:8][C:9]([C:10]([CH2:11][C:12](=[O:13])[O:14][CH3:22])([CH2:15][CH:16]=[C:17]([CH3:18])[CH3:19])[OH:20])=[O:21]. The reactants are C[Si](C)(C)CCN1C(=O)CN(c2ccc(CCNS(=O)(=O)CC3CCCCC3)cc2OCc2ccccc2)S1(=O)=O, CCCC[N+](CCCC)(CCCC)CCCC, C1CCOC1, Cl, [F-]. Yields the product O=C1CN(c2ccc(CCNS(=O)(=O)CC3CCCCC3)cc2OCc2ccccc2)S(=O)(=O)N1. RXN SMILES: [CH2:1]([c:2]1[cH:3][cH:4][cH:5][cH:6][cH:7]1)[O:8][c:9]1[cH:10][c:11]([CH2:29][CH2:30][NH:31][S:32](=[O:33])(=[O:34])[CH2:35][CH:36]2[CH2:37][CH2:38][CH2:39][CH2:40][CH2:41]2)[cH:12][cH:13][c:14]1[N:15]1[S:16](=[O:27])(=[O:28])[N:17]([CH2:21][CH2:22][Si:23]([CH3:24])([CH3:25])[CH3:26])[C:18](=[O:20])[CH2:19]1.[CH2:43]([N+:44]([CH2:45][CH2:46][CH2:47][CH3:48])([CH2:49][CH2:50][CH2:51][CH3:52])[CH2:53][CH2:54][CH2:55][CH3:56])[CH2:57][CH2:58][CH3:59].[CH2:60]1[O:61][CH2:62][CH2:63][CH2:64]1.[ClH:65].[F-:42]>>[CH2:1]([c:2]1[cH:3][cH:4][cH:5][cH:6][cH:7]1)[O:8][c:9]1[cH:10][c:11]([CH2:29][CH2:30][NH:31][S:32](=[O:33])(=[O:34])[CH2:35][CH:36]2[CH2:37][CH2:38][CH2:39][CH2:40][CH2:41]2)[cH:12][cH:13][c:14]1[N:15]1[S:16](=[O:27])(=[O:28])[NH:17][C:18](=[O:20])[CH2:19]1. The reactants are BrC1=CC=2[C@](C3=CC(=CC=C3OC2C=C1)I)(CO)NC(CCl)=O ((S)—N-(2-bromo-9-(hydroxymethyl)-7-iodo-9H-xanthen-9-yl)-2-chloroacetamide), N[C@@]1(C2=CC(=CC=C2OC=2C=CC(=CC12)Br)I)CO ((S)-(9-amino-2-bromo-7-iodo-9H-xanthen-9-yl)methanol), TEA, ClCC(=O)Cl (2-chloroacetyl chloride), CC(C)([O-])C.[K+] (Potassium t-butoxide). The solvent is C(C)(C)(CC)O (t-amyl alcohol), C1CCOC1 (THF). Run at temperature 0 celsius, time 14 hour. The product is BrC1=CC=2[C@@]3(C4=CC(=CC=C4OC2C=C1)I)NC(COC3)=O ((S)-2′-bromo-7′-iodospiro[morpholine-3,9′-xanthen]-5-one). Yield: 45.8%. As a reaction SMILES: N[C@@]1(CO)C2C=C(Br)C=CC=2OC2C1=CC(I)=CC=2.ClCC(Cl)=O.[Br:25][C:26]1[CH:39]=[CH:38][C:37]2[O:36][C:35]3[C:30](=[CH:31][C:32]([I:40])=[CH:33][CH:34]=3)[C@:29]([NH:43][C:44](=[O:47])[CH2:45]Cl)([CH2:41][OH:42])[C:28]=2[CH:27]=1.CC(C)([O-])C.[K+]>C1COCC1.C(O)(CC)(C)C>[Br:25][C:26]1[CH:39]=[CH:38][C:37]2[O:36][C:35]3[C:30](=[CH:31][C:32]([I:40])=[CH:33][CH:34]=3)[C@:29]3([CH2:41][O:42][CH2:45][C:44](=[O:47])[NH:43]3)[C:28]=2[CH:27]=1 |f:3.4|. Procedure: In a 350-mL resealable vessel the (S)-2′-bromo-7′-iodo-5H-spiro[oxazole-4,9′-xanthen]-2-amine (11.5 g, 25.2 mmol) was taken up in AcOH (125 mL) and water (31 mL). The vessel was sealed and heated in a 140° C. oil bath for 14 h. The reaction was concentrated to remove most of the AcOH. The reaction residue was neutralized with 1M aqueous Na2CO3 (250 mL). The residue was filtered through Celite, rinsing with 5% MeOH-DCM (800 mL). The filtrate's organic layer was separated, dried over sodium sulfat... The reactants are C(C)(C)OC1=C2C=3C=CC(=CC3C(C2=CC=C1)=O)OC (5-isopropoxy-2-methoxy-fluoren-9-one), B(Cl)(Cl)Cl (boron trichloride). Solvent: C(Cl)Cl (methylene chloride). Yields the product OC1=C2C=3C=CC(=CC3C(C2=CC=C1)=O)OC (5-hydroxy-2-methoxy-fluoren-9-one). Yield: 45.1%. RXN SMILES: C([O:4][C:5]1[CH:17]=[CH:16][CH:15]=[C:14]2[C:6]=1[C:7]1[CH:8]=[CH:9][C:10]([O:19][CH3:20])=[CH:11][C:12]=1[C:13]2=[O:18])(C)C.B(Cl)(Cl)Cl>C(Cl)Cl>[OH:4][C:5]1[CH:17]=[CH:16][CH:15]=[C:14]2[C:6]=1[C:7]1[CH:8]=[CH:9][C:10]([O:19][CH3:20])=[CH:11][C:12]=1[C:13]2=[O:18]. Procedure: Combine 5-isopropoxy-2-methoxy-fluoren-9-one (0.78 g, 2.9 mmole) with boron trichloride (6.50 mL of 1.0 M in methylene chloride) in 20 mL methylene chloride at a temperature between 0° and -50° C. Stir the reaction for 1 hour at 5° C., then quench with 20 mL of water, ensuring the temperature is kept below 20° C. The solution changes from a dark brown solution to red as a flocculent solid precipitates. m.p 245°-248° C. Filter the precipitate to obtain 0.296 g of a red solid. m.p 245°-248° C. Product: CCN(CC)C(=O)c1cc([N+](=O)[O-])cnc1C. As a reaction SMILES: [CH2:14]([CH3:15])[NH:16][CH2:17][CH3:18].[CH3:1][c:2]1[c:3]([C:4](=[O:5])[OH:6])[cH:7][c:8]([N+:11](=[O:12])[O-:13])[cH:9][n:10]1.[CH:19]([Cl:20])([Cl:21])[Cl:22]>>[CH3:1][c:2]1[c:3]([C:4](=[O:6])[N:16]([CH2:14][CH3:15])[CH2:17][CH3:18])[cH:7][c:8]([N+:11](=[O:12])[O-:13])[cH:9][n:10]1. Reactants: CCNCC, Cc1ncc([N+](=O)[O-])cc1C(=O)O, ClC(Cl)Cl. The reactants are C(=O)C1=CC=C(C(=O)Cl)C=C1 (4-formylbenzoyl chloride), bis-(dibenzylideneacetone)-palladium(O), C=CC1=CC=CC=C1 (styrene), C(CCCCCCC)N(CCCCCCCC)CCCCCCCC (tri-n-octylamine). Run in O1CCOCC1 (dioxane). Yields the product C(=O)C1=CC=C(C=C1)C=CC1=CC=CC=C1 (4-formylstilbene). Isolated yield 55.8%. As a reaction SMILES: [CH:1]([C:3]1[CH:11]=[CH:10][C:6]([C:7](Cl)=[O:8])=[CH:5][CH:4]=1)=O.C=[CH:13][C:14]1[CH:19]=[CH:18][CH:17]=[CH:16][CH:15]=1.C(N(CCCCCCCC)CCCCCCCC)CCCCCCC>O1CCOCC1>[CH:7]([C:6]1[CH:10]=[CH:11][C:3]([CH:1]=[CH:13][C:14]2[CH:19]=[CH:18][CH:17]=[CH:16][CH:15]=2)=[CH:4][CH:5]=1)=[O:8]. Procedure details: The procedure described in Example 1 is followed, except that 8.43 g (0.05 mol) of 4-formylbenzoyl chloride, 6.5 g (0.0625 mol) of styrene, 17.5 g (0.05 mol) of tri-n-octylamine, 100 ml of dioxane as the solvent and 0.287 g (0.0005 mol) of bis-(dibenzylideneacetone)-palladium(O) are used. After a reaction time of 2 hours at 120° C., 5.8 g (0.0279 mol) of 4-formylstilbene, corresponding to a yield of 56% of theory, are obtained as yellowish crystals; melting point 112°-113° C.